Dataset: the Open Reaction Database (ORD), a public repository of structured organic reaction records. Task: describe an organic reaction: reactants, conditions, products, and yield The reactants are C(CCCCCCC)(=O)Cl (octanoyl chloride), N1CCCCCC1 (hexahydro-1H-azepine). The product is C(CCCCCCC)(=O)N1CCCCCC1 (1-octanoylhexahydro-1H-azepine). Yield: 67.9%. Reaction SMILES: [C:1](Cl)(=[O:9])[CH2:2][CH2:3][CH2:4][CH2:5][CH2:6][CH2:7][CH3:8].[NH:11]1[CH2:17][CH2:16][CH2:15][CH2:14][CH2:13][CH2:12]1>>[C:1]([N:11]1[CH2:17][CH2:16][CH2:15][CH2:14][CH2:13][CH2:12]1)(=[O:9])[CH2:2][CH2:3][CH2:4][CH2:5][CH2:6][CH2:7][CH3:8]. Procedure: In a manner similar to that described in Example 1, octanoyl chloride (16.26 g, 0.1M) was treated with hexahydro-1H-azepine (9.92 g, 0.1M). Work up and distillation of the residue gave 15.3 g (68%) of product, b.p. 122/0.8 mm.